Dataset: the Open Reaction Database (ORD), a public repository of structured organic reaction records. Task: describe an organic reaction: reactants, conditions, products, and yield The reactants are C1CCOC1, COc1cc(N2CCCC2=O)cc2c1OC(C)(C)OC2, Cl, O. Product: COc1cc(N2CCCC2=O)cc(CO)c1O. Reaction SMILES: [CH2:2]1[O:3][CH2:4][CH2:5][CH2:6]1.[CH3:7][O:8][c:9]1[cH:10][c:11]([N:21]2[C:22](=[O:26])[CH2:23][CH2:24][CH2:25]2)[cH:12][c:13]2[c:18]1[O:17][C:16]([CH3:19])([CH3:20])[O:15][CH2:14]2.[ClH:1].[OH2:27]>>[CH3:7][O:8][c:9]1[cH:10][c:11]([N:21]2[C:22](=[O:26])[CH2:23][CH2:24][CH2:25]2)[cH:12][c:13]([CH2:14][OH:15])[c:18]1[OH:17]. Reactants: BrC=1N=C2C(=NC1)N(C=C2C(=O)NC(C)(C)C)COCC[Si](C)(C)C (2-bromo-N-tert-butyl-5-((2-(trimethylsilyl)ethoxy)methyl)-5H-pyrrolo[2,3-b]pyrazine-7-carboxamide), CN1N=C(C(=C1)N)C (1,3-dimethyl-1H-pyrazol-4-amine), CC1(C2=C(C(=CC=C2)P(C3=CC=CC=C3)C4=CC=CC=C4)OC5=C(C=CC=C51)P(C6=CC=CC=C6)C7=CC=CC=C7)C (xantphos), C([O-])([O-])=O.[Cs+].[Cs+] (cesium carbonate). Reagents/catalysts: C=1C=CC(=CC1)/C=C/C(=O)/C=C/C2=CC=CC=C2.C=1C=CC(=CC1)/C=C/C(=O)/C=C/C2=CC=CC=C2.C=1C=CC(=CC1)/C=C/C(=O)/C=C/C2=CC=CC=C2.[Pd].[Pd] (Pd2(dba)3). The solvent is O1CCOCC1 (dioxane). Run at temperature 150 celsius. Product: C(C)(C)(C)NC(=O)C1=CN(C2=NC=C(N=C21)NC=2C(=NN(C2)C)C)COCC[Si](C)(C)C (N-tert-butyl-2-(1,3-dimethyl-1H-pyrazol-4-ylamino)-5-((2-(trimethylsilyl)ethoxy)methyl)-5H-pyrrolo[2,3-b]pyrazine-7-carboxamide). Yield: 55.3%. Reaction SMILES: Br[C:2]1[N:3]=[C:4]2[C:10]([C:11]([NH:13][C:14]([CH3:17])([CH3:16])[CH3:15])=[O:12])=[CH:9][N:8]([CH2:18][O:19][CH2:20][CH2:21][Si:22]([CH3:25])([CH3:24])[CH3:23])[C:5]2=[N:6][CH:7]=1.[CH3:26][N:27]1[CH:31]=[C:30]([NH2:32])[C:29]([CH3:33])=[N:28]1.CC1(C)C2C(=C(P(C3C=CC=CC=3)C3C=CC=CC=3)C=CC=2)OC2C(P(C3C=CC=CC=3)C3C=CC=CC=3)=CC=CC1=2.C(=O)([O-])[O-].[Cs+].[Cs+]>O1CCOCC1.C1C=CC(/C=C/C(/C=C/C2C=CC=CC=2)=O)=CC=1.C1C=CC(/C=C/C(/C=C/C2C=CC=CC=2)=O)=CC=1.C1C=CC(/C=C/C(/C=C/C2C=CC=CC=2)=O)=CC=1.[Pd].[Pd]>[C:14]([NH:13][C:11]([C:10]1[C:4]2[C:5](=[N:6][CH:7]=[C:2]([NH:32][C:30]3[C:29]([CH3:33])=[N:28][N:27]([CH3:26])[CH:31]=3)[N:3]=2)[N:8]([CH2:18][O:19][CH2:20][CH2:21][Si:22]([CH3:25])([CH3:24])[CH3:23])[CH:9]=1)=[O:12])([CH3:17])([CH3:16])[CH3:15] |f:3.4.5,7.8.9.10.11|. Procedure: A mixture of 2-bromo-N-tert-butyl-5-((2-(trimethylsilyl)ethoxy)methyl)-5H-pyrrolo[2,3-b]pyrazine-7-carboxamide (150 mg, 351 μmol), 1,3-dimethyl-1H-pyrazol-4-amine (58.5 mg, 526 μmol), xantphos (60.9 mg, 105 μmol), Pd2(dba)3 (32.1 mg, 35.1 μmol) and cesium carbonate (229 mg, 702 μmol) in dioxane (2 mL) was heated in a microwave at 150° C. for 20 min. The mixture was cooled then filtered through a pad of celite. The filtrate was concentrated in vacuo then purified by chromatography (silica, 25-100... The reactants are CO, [NH4+], COC(=O)C1CCOCC1, [OH-]. Yields the product NC(=O)C1CCOCC1. Reaction SMILES: [CH3:13][OH:14].[NH4+:1].[O:3]1[CH2:4][CH2:5][CH:6]([C:9]([O:11][CH3:10])=[O:12])[CH2:7][CH2:8]1.[OH-:2]>>[NH2:1][C:9]([CH:6]1[CH2:5][CH2:4][O:3][CH2:8][CH2:7]1)=[O:11]. Reactants: FC1=C(C=CC=C1)C1=CN=C(C=2NC3=CC(=CC=C3C21)N2CCOCC2)C(=O)OCC (ethyl 4-(2-fluorophenyl)-7-morpholino-9H-pyrido[3,4-b]indole-1-carboxylate), [OH-].[Na+] (sodium hydroxide). Solvent: CO (MeOH). Product: FC1=C(C=CC=C1)C1=CN=C(C=2NC3=CC(=CC=C3C21)N2CCOCC2)C(=O)O (4-(2-Fluorophenyl)-7-morpholino-9H-pyrido[3,4-b]indole-1-carboxylic acid). Isolated yield 76.8%. As a reaction SMILES: [F:1][C:2]1[CH:7]=[CH:6][CH:5]=[CH:4][C:3]=1[C:8]1[C:20]2[C:19]3[C:14](=[CH:15][C:16]([N:21]4[CH2:26][CH2:25][O:24][CH2:23][CH2:22]4)=[CH:17][CH:18]=3)[NH:13][C:12]=2[C:11]([C:27]([O:29]CC)=[O:28])=[N:10][CH:9]=1.[OH-].[Na+]>CO>[F:1][C:2]1[CH:7]=[CH:6][CH:5]=[CH:4][C:3]=1[C:8]1[C:20]2[C:19]3[C:14](=[CH:15][C:16]([N:21]4[CH2:22][CH2:23][O:24][CH2:25][CH2:26]4)=[CH:17][CH:18]=3)[NH:13][C:12]=2[C:11]([C:27]([OH:29])=[O:28])=[N:10][CH:9]=1 |f:1.2|. Procedure details: To a solution of ethyl 4-(2-fluorophenyl)-7-morpholino-9H-pyrido[3,4-b]indole-1-carboxylate (94 mg, 0.224 mmol) in MeOH (5 mL) at room temperature was added 1N sodium hydroxide solution (1.121 mL, 1.121 mmol). The mixture was heated at reflux for 1 hr and then concentrated under vacuum. To the residue was added water (20 mL), and the resulting mixture was neutralized with 1 N HCl solution to pH 5. The precipitating product (68 mg, 0.172 mmol, 77% yield) was collected as a tan solid by suction fi... The reactants are BrCc1ccc(Br)cc1, CN(C)C=O, [H-], [Na+], O, c1cc(N2CCNCC2)ccn1. Yields the product Brc1ccc(CN2CCN(c3ccncc3)CC2)cc1. As a reaction SMILES: [Br:15][c:16]1[cH:17][cH:18][c:19]([CH2:20][Br:21])[cH:22][cH:23]1.[CH3:25][N:26]([CH3:27])[CH:28]=[O:29].[H-:13].[Na+:14].[OH2:24].[n:1]1[cH:2][cH:3][c:4]([N:7]2[CH2:8][CH2:9][NH:10][CH2:11][CH2:12]2)[cH:5][cH:6]1>>[n:1]1[cH:2][cH:3][c:4]([N:7]2[CH2:8][CH2:9][N:10]([CH2:20][c:19]3[cH:18][cH:17][c:16]([Br:15])[cH:23][cH:22]3)[CH2:11][CH2:12]2)[cH:5][cH:6]1. Reactants: [Br-].C(C1=CC=CC=C1)[P+](C1=CC=CC=C1)(C1=CC=CC=C1)C1=CC=CC=C1 (benzyltriphenylphosphonium bromide), C([O-])([O-])=O.[K+].[K+] (potassium carbonate), FC1=CC=C(C=C1)C1=NNC=C1C=O (3-(4-fluorophenyl)-1H-pyrazole-4-carbaldehyde), [H-].[Na+] (sodium hydride), Cl (hydrochloric acid), Cl (hydrochloric acid), Cl (hydrochloric acid), ClCC1=CC=C(COC2=CC=C(C=C2)CCC(=O)OC)C=C1 (Methyl 3-(4-{[4-(chloromethyl)benzyl]oxy}phenyl)propanoate). Reagents/catalysts: [Pt]=O (platinum oxide). Solvent: CN(C=O)C (N,N-dimethylformamide), O (water), CO (methanol), O1CCCC1 (tetrahydrofuran), [OH-].[Na+] (sodium hydroxide), CN(C=O)C (N,N-dimethylformamide), O1CCCC1 (tetrahydrofuran), CO (methanol). Reaction conditions: time 1 hour. Yields the product FC1=CC=C(C=C1)C1=NN(C=C1CCC1=CC=CC=C1)CC1=CC=C(COC2=CC=C(C=C2)CCC(=O)O)C=C1 (3-{4-[(4-{[3-(4-fluorophenyl)-4-(2-phenylethyl)-1H-pyrazol-1-yl]methyl}benzyl)oxy]phenyl}propanoic acid). Yield: 16.1%. As a reaction SMILES: [F:1][C:2]1[CH:7]=[CH:6][C:5]([C:8]2[C:12]([CH:13]=O)=[CH:11][NH:10][N:9]=2)=[CH:4][CH:3]=1.[H-].[Na+].Cl[CH2:18][C:19]1[CH:38]=[CH:37][C:22]([CH2:23][O:24][C:25]2[CH:30]=[CH:29][C:28]([CH2:31][CH2:32][C:33]([O:35]C)=[O:34])=[CH:27][CH:26]=2)=[CH:21][CH:20]=1.Cl.[Br-].[CH2:41]([P+](C1C=CC=CC=1)(C1C=CC=CC=1)C1C=CC=CC=1)[C:42]1[CH:47]=[CH:46][CH:45]=[CH:44][CH:43]=1.C(=O)([O-])[O-].[K+].[K+]>CN(C)C=O.O1CCCC1.CO.[OH-].[Na+].O.[Pt]=O>[F:1][C:2]1[CH:3]=[CH:4][C:5]([C:8]2[C:12]([CH2:13][CH2:41][C:42]3[CH:47]=[CH:46][CH:45]=[CH:44][CH:43]=3)=[CH:11][N:10]([CH2:18][C:19]3[CH:38]=[CH:37][C:22]([CH2:23][O:24][C:25]4[CH:30]=[CH:29][C:28]([CH2:31][CH2:32][C:33]([OH:35])=[O:34])=[CH:27][CH:26]=4)=[CH:21][CH:20]=3)[N:9]=2)=[CH:6][CH:7]=1 |f:1.2,5.6,7.8.9,13.14|. Procedure: A mixture of 3-(4-fluorophenyl)-1H-pyrazole-4-carbaldehyde (190 mg, 1.00 mmol), sodium hydride (60% in oil, 40 mg, 1.00 mmol) and N,N-dimethylformamide (5 mL) was stirred at room temperature for 1 hr. Methyl 3-(4-{[4-(chloromethyl)benzyl]oxy}phenyl)propanoate (318 mg, 1.00 mmol) was added to the reaction mixture at room temperature, and the mixture was further stirred for 1 hr. The reaction mixture was poured into 1 N hydrochloric acid, and the mixture was extracted with ethyl acetate. The ethyl... Starting materials: E1, ICCC (iodopropane), FC=1C=C(C=C(C1)F)C1(CNCC1)O (3-(3,5-difluorophenyl)-pyrrolidin-3-ol), C([O-])([O-])=O.[K+].[K+] (potassium carbonate). The solvent is C(C)#N (acetonitrile). Product: FC=1C=C(C=C(C1)F)C1(CN(CC1)CCC)O ((+)-3-(3,5-DIFLUOROPHENYL)-1-PROPYLPYRROLIDIN-3-OL). Reaction SMILES: [F:1][C:2]1[CH:3]=[C:4]([C:9]2([OH:14])[CH2:13][CH2:12][NH:11][CH2:10]2)[CH:5]=[C:6]([F:8])[CH:7]=1.C(=O)([O-])[O-].[K+].[K+].I[CH2:22][CH2:23][CH3:24]>C(#N)C>[F:1][C:2]1[CH:3]=[C:4]([C:9]2([OH:14])[CH2:13][CH2:12][N:11]([CH2:22][CH2:23][CH3:24])[CH2:10]2)[CH:5]=[C:6]([F:8])[CH:7]=1 |f:1.2.3|. Procedure: Preparation according to Example 24: Enantiomer E1 of 3-(3,5-difluorophenyl)-pyrrolidin-3-ol (0.53 g, 2.66 mmol), acetonitrile (3 mL), potassium carbonate (0.55 g, 3.99 mmol) and iodopropane (260 μl, 2.66 mmol). Purification by HPLC on Waters OBD 018, 5 μm (MeOH/33 mM NH3, 40:60 to 60:40). Yield: 0.274 g. [α]D=+21.2° (methanol). The amine was converted to the oxalic acid salt and recrystallized from methanol/diethyl ether: M.p. 117-118° C.; MS m/z (relative intensity, 70 eV) 241 (M+, 8), 212, (b... The reactants are CN=C=O (methyl isocyanate), C1(CCCCC1)N (cyclohexylamine). Solvent: C(C)OCC (ethyl ether). Yields the product CNC(=O)NC1CCCCC1 (N-methyl-N'-cyclohexylurea). Yield: 67.3%. RXN SMILES: [CH3:1][N:2]=[C:3]=[O:4].[CH:5]1([NH2:11])[CH2:10][CH2:9][CH2:8][CH2:7][CH2:6]1>C(OCC)C>[CH3:1][NH:2][C:3]([NH:11][CH:5]1[CH2:10][CH2:9][CH2:8][CH2:7][CH2:6]1)=[O:4]. Reported procedure: In 500 ml of ethyl ether is dissolved 57 g of methyl isocyanate and, then, 99 g of cyclohexylamine is added dropwise, whereupon crystals separate. The crystals are washed with ether. By the above procedure is obtained 105 g of N-methyl-N'-cyclohexylurea. melting point: 160°-161° C. Starting materials: O=[N+]([O-])c1ccc(Br)cn1, O=C([O-])[O-], Cc1nc(C(F)(F)F)c[nH]1, CS(C)=O, [K+], [K+]. The product is O=[N+]([O-])c1ccccn1. As a reaction SMILES: [Br:17][c:18]1[cH:19][cH:20][c:21]([N+:24](=[O:25])[O-:26])[n:22][cH:23]1.[C:11](=[O:12])([O-:13])[O-:14].[CH3:1][c:2]1[nH:3][cH:4][c:5]([C:6]([F:7])([F:8])[F:9])[n:10]1.[CH3:27][S:28]([CH3:29])=[O:30].[K+:15].[K+:16]>>[cH:18]1[cH:19][cH:20][c:21]([N+:24](=[O:25])[O-:26])[n:22][cH:23]1. Reactants: hydrochloride salt, CN(C1=NC(=NO1)C1=CC(=C(C=C1)C1=CC=C(C=C1)C(=O)O)C)C (4'-(5-dimethylamino-1,2,4-oxadiazol-3-yl)-2'-methylbiphenyl-4-carboxylic acid), CN1CCC2(CC1)COC1=CC=3CCCNC3C=C12 (2,3,5,6,7,8-hexahydro-1'-methylspiro[furo[2,3-g]quinoline-3,4'-piperidine]), Example 1. Yields the product CN1CCC2(CC1)COC1=CC=3CCCN(C3C=C12)C(=O)C1=CC=C(C=C1)C1=C(C=C(C=C1)C1=NOC(=N1)N(C)C)C (2,3,5,6,7,8-Hexahydro-1'-methyl-5-(4'-(5-dimethylamino-1,2,4-oxadiazol-3-yl)-2'-methylbiphenyl-4-carbonyl)spiro[furo[2,3-g]quinoline-3,4'-piperidine]). Reaction SMILES: [CH3:1][N:2]([CH3:24])[C:3]1[O:7][N:6]=[C:5]([C:8]2[CH:13]=[CH:12][C:11]([C:14]3[CH:19]=[CH:18][C:17]([C:20]([OH:22])=O)=[CH:16][CH:15]=3)=[C:10]([CH3:23])[CH:9]=2)[N:4]=1.[CH3:25][N:26]1[CH2:31][CH2:30][C:29]2([C:43]3[C:34](=[CH:35][C:36]4[CH2:37][CH2:38][CH2:39][NH:40][C:41]=4[CH:42]=3)[O:33][CH2:32]2)[CH2:28][CH2:27]1>>[CH3:25][N:26]1[CH2:31][CH2:30][C:29]2([C:43]3[C:34](=[CH:35][C:36]4[CH2:37][CH2:38][CH2:39][N:40]([C:20]([C:17]5[CH:16]=[CH:15][C:14]([C:11]6[CH:12]=[CH:13][C:8]([C:5]7[N:4]=[C:3]([N:2]([CH3:24])[CH3:1])[O:7][N:6]=7)=[CH:9][C:10]=6[CH3:23])=[CH:19][CH:18]=5)=[O:22])[C:41]=4[CH:42]=3)[O:33][CH2:32]2)[CH2:28][CH2:27]1. Procedure details: The title compound was prepared from 4'-(5-dimethylamino-1,2,4-oxadiazol-3-yl)-2'-methylbiphenyl-4-carboxylic acid D(14) and 2,3,5,6,7,8-hexahydro-1'-methylspiro[furo[2,3-g]quinoline-3,4'-piperidine] (D10) using a procedure similar to that of Example 1 (26%). This was converted to hydrochloride salt. M.p. 118-120° C.